From a dataset of the Open Reaction Database (ORD), a public repository of structured organic reaction records. describe an organic reaction: reactants, conditions, products, and yield The reactants are CN1C=C(C(C2=CC=CC=C12)=O)CSC (1-methyl-3-methylthiomethyl-4-quinolone), ClC1=CC(=CC=C1)C(=O)OO (3-chloroperbenzoic acid). The solvent is ClCCl (dichloromethane), ClCCl (dichloromethane). Yields the product CN1C=C(C(C2=CC=CC=C12)=O)CS(=O)C (1-methyl-3-methylsulphinylmethyl-4-quinolone). Reaction SMILES: [CH3:1][N:2]1[C:11]2[C:6](=[CH:7][CH:8]=[CH:9][CH:10]=2)[C:5](=[O:12])[C:4]([CH2:13][S:14][CH3:15])=[CH:3]1.ClC1C=CC=C(C(OO)=[O:24])C=1>ClCCl>[CH3:1][N:2]1[C:11]2[C:6](=[CH:7][CH:8]=[CH:9][CH:10]=2)[C:5](=[O:12])[C:4]([CH2:13][S:14]([CH3:15])=[O:24])=[CH:3]1. Procedure details: To a solution of the above 1-methyl-3-methylthiomethyl-4-quinolone (4.86 g.) in dichloromethane (220 ml.) at -20° was added a solution of 3-chloroperbenzoic acid (85%, 4.86 g.) in dichloromethane (220 ml.) during 1 hour. The solution was allowed to warm to room temperature and extracted with saturated aqueous sodium bicarbonate until free of per-acid. The organic phase was dried over anhydrous magnesium sulphate and evaporated to give a solid product. The product was crystallised from acetone to... Reactants: COC=1C=C(C=CC1OC)C(CCC(=O)N1C[C@H]2N(CC1)CCC2)=O (1-(3,4-dimethoxyphenyl)-4-((S)-hexahydropyrrolo[1,2-a]pyrazin-2-yl)butane-1,4-dione), C(C)(C)(C)OC(=O)N1[C@H](CCCC1)C(=O)O ((R)-1-(tert-butoxycarbonyl)piperidine 2 carboxylic acid), FC=1C=C(C(=O)CCC(=O)O)C=CC1OC (3-(3-fluoro-4-methoxybenzoyl)propionic acid). The product is FC=1C=C(C=CC1OC)C(CCC(=O)N1C[C@@H]2N(CC1)CCCC2)=O (1-(3-Fluoro-4-methoxyphenyl)-4-((R)-octahydropyrido[1,2-a]pyrazin-2-yl)butane-1,4-dione). As a reaction SMILES: COC1C=C([C:11](=O)[CH2:12][CH2:13][C:14]([N:16]2[CH2:21][CH2:20][N:19]3CCC[C@H:18]3[CH2:17]2)=O)C=CC=1OC.C(OC(N1CCCC[C@@H]1C(O)=O)=O)(C)(C)C.[F:42][C:43]1[CH:44]=[C:45]([CH:53]=[CH:54][C:55]=1[O:56][CH3:57])[C:46]([CH2:48][CH2:49][C:50]([OH:52])=O)=[O:47]>>[F:42][C:43]1[CH:44]=[C:45]([C:46](=[O:47])[CH2:48][CH2:49][C:50]([N:19]2[CH2:20][CH2:21][N:16]3[CH2:14][CH2:13][CH2:12][CH2:11][C@@H:17]3[CH2:18]2)=[O:52])[CH:53]=[CH:54][C:55]=1[O:56][CH3:57]. Procedure details: 93 mg of the title compound were prepared as described for 1-(3,4-dimethoxyphenyl)-4-((S)-hexahydropyrrolo[1,2-a]pyrazin-2-yl)butane-1,4-dione, using (R)-1-(tert-butoxycarbonyl)piperidine 2 carboxylic acid instead of BOC-protected proline and 3-(3-fluoro-4-methoxybenzoyl)propionic acid instead of 3-(3,4-dimethoxybenzoyl)propionic acid. The reactants are C(C)[C@@H](C(=O)[O-])S(=O)(=NC(=O)C=1C=NC=C(C1)C#CC1=CC(=CC=C1)NC(=O)C1=CC(=NN1C)C)C1=CC=CC=C1 ((S)-Ethyl[N-({5-[(3-{[(1,3-dimethyl-1H-pyrazol-5-yl)carbonyl]amino}phenyl)ethynyl]pyridin-3-yl}carbonyl)-S-phenylsulfonimidoyl]acetate), NCC(=O)N (glycineamide). Yields the product NC(CNC(C[S@@](=NC(C1=CN=CC(=C1)C#CC1=CC(=CC=C1)NC(=O)C1=CC(=NN1C)C)=O)(C1=CC=CC=C1)=O)=O)=O ((S)-N-[{2-[(2-amino-2-oxoethyl)amino]-2-oxoethyl}(oxido)phenyl--sulfanylidene]-5-[(3-{[(1,3-dimethyl-1H-pyrazol-5-yl)carbonyl]amino}phenyl)ethynyl]nicotinamide). RXN SMILES: C([C@H:3]([S:7]([C:36]1[CH:41]=[CH:40][CH:39]=[CH:38][CH:37]=1)(=[N:9][C:10]([C:12]1[CH:13]=[N:14][CH:15]=[C:16]([C:18]#[C:19][C:20]2[CH:25]=[CH:24][CH:23]=[C:22]([NH:26][C:27]([C:29]3[N:33]([CH3:34])[N:32]=[C:31]([CH3:35])[CH:30]=3)=[O:28])[CH:21]=2)[CH:17]=1)=[O:11])=[O:8])[C:4]([O-:6])=O)C.[NH2:42][CH2:43][C:44]([NH2:46])=[O:45]>>[NH2:46][C:44](=[O:45])[CH2:43][NH:42][C:4](=[O:6])[CH2:3][S@:7](=[O:8])([C:36]1[CH:41]=[CH:40][CH:39]=[CH:38][CH:37]=1)=[N:9][C:10](=[O:11])[C:12]1[CH:17]=[C:16]([C:18]#[C:19][C:20]2[CH:25]=[CH:24][CH:23]=[C:22]([NH:26][C:27]([C:29]3[N:33]([CH3:34])[N:32]=[C:31]([CH3:35])[CH:30]=3)=[O:28])[CH:21]=2)[CH:15]=[N:14][CH:13]=1. Procedure details: In a manner similar to that described in Example 534, (S)-Ethyl[N-({5-[(3-{[(1,3-dimethyl-1H-pyrazol-5-yl)carbonyl]amino}phenyl)ethynyl]pyridin-3-yl}carbonyl)-S-phenylsulfonimidoyl]acetate and glycineamide were reacted to give the title compound. Starting materials: C(#N)C=1C=C(C=CC1)NC(NC1=CC=C(C=C1)S(=O)(=O)NCC1=CC=C(C=C1)S(N)(=O)=O)=O (4-(3-(3-cyanophenyl)ureido)-N-(4-sulfamoylbenzyl)benzenesulfonamide), N1(CCNCC1)C(CC)=O (1-(piperazin-1-yl)propan-1-one), secondary amine. Yields the product N=C(C=1C=C(C=CC1)NC(NC1=CC=C(C=C1)S(=O)(=O)NCC1=CC=C(C=C1)S(N)(=O)=O)=O)N1CCN(CC1)C(CC)=O (4-(3-(3-(imino(4-propionylpiperazin-1-yl)methyl)phenyl)ureido)-N-(4-sulfamoylbenzyl)benzenesulfonamide). Isolated yield 16.0%. Reaction SMILES: [C:1]([C:3]1[CH:4]=[C:5]([NH:9][C:10](=[O:33])[NH:11][C:12]2[CH:17]=[CH:16][C:15]([S:18]([NH:21][CH2:22][C:23]3[CH:28]=[CH:27][C:26]([S:29](=[O:32])(=[O:31])[NH2:30])=[CH:25][CH:24]=3)(=[O:20])=[O:19])=[CH:14][CH:13]=2)[CH:6]=[CH:7][CH:8]=1)#[N:2].[N:34]1([C:40](=[O:43])[CH2:41][CH3:42])[CH2:39][CH2:38][NH:37][CH2:36][CH2:35]1>>[NH:2]=[C:1]([N:37]1[CH2:38][CH2:39][N:34]([C:40](=[O:43])[CH2:41][CH3:42])[CH2:35][CH2:36]1)[C:3]1[CH:4]=[C:5]([NH:9][C:10](=[O:33])[NH:11][C:12]2[CH:17]=[CH:16][C:15]([S:18]([NH:21][CH2:22][C:23]3[CH:28]=[CH:27][C:26]([S:29](=[O:32])(=[O:31])[NH2:30])=[CH:25][CH:24]=3)(=[O:20])=[O:19])=[CH:14][CH:13]=2)[CH:6]=[CH:7][CH:8]=1. Procedure details: The title compound was prepared from 4-(3-(3-cyanophenyl)ureido)-N-(4-sulfamoylbenzyl)benzenesulfonamide following procedure C and using 1 equivalent of 1-(piperazin-1-yl)propan-1-one as secondary amine. The product was purified by preparative HPLC. As a reaction SMILES: [OH:1][C:2]1[CH:18]=[C:17]([CH3:19])[CH:16]=[CH:15][C:3]=1[C:4]([C:6]1[CH:7]=[C:8]([CH:12]=[CH:13][CH:14]=1)[C:9]([OH:11])=[O:10])=[O:5].[OH-].[Na+].[CH2:22](O)[CH3:23].Br[CH2:26][CH2:27][CH2:28][CH2:29][CH2:30][CH3:31]>O>[CH2:26]([O:1][C:2]1[CH:18]=[C:17]([CH3:19])[CH:16]=[CH:15][C:3]=1[C:4]([C:6]1[CH:7]=[C:8]([CH:12]=[CH:13][CH:14]=1)[C:9]([O:11][CH2:18][CH2:2][CH2:3][CH2:4][CH2:22][CH3:23])=[O:10])=[O:5])[CH2:27][CH2:28][CH2:29][CH2:30][CH3:31] |f:1.2|. The solvent is O (water). Procedure details: mixture of 3-(2-hydroxy-4-methylbenzoyl)benzoic acid (2.97 g), 2N sodium hydroxide (12.8 ml), and ethanol (25 ml) is heated under reflux for 15 minutes. Then, 1-bromohexane (4.21 g) is added to the cooled solution and the resulting mixture refluxed for 48 hours. The cooled mixture is diluted with water (100 ml) and extracted with ether (3×75 ml). The ether extracts are dried over magnesium sulfate and concentrated in vacuo to yield hexyl 3-(2-n-hexyloxy-4-methylbenzoyl)benzoate (4.56 g) as a dar... Yields the product C(CCCCC)OC1=C(C(=O)C=2C=C(C(=O)OCCCCCC)C=CC2)C=CC(=C1)C (hexyl 3-(2-n-hexyloxy-4-methylbenzoyl)benzoate). Reactants: OC1=C(C(=O)C=2C=C(C(=O)O)C=CC2)C=CC(=C1)C (3-(2-hydroxy-4-methylbenzoyl)benzoic acid), [OH-].[Na+] (sodium hydroxide), C(C)O (ethanol), BrCCCCCC (1-bromohexane). The reactants are COc1ccc2ncnc(Cl)c2c1, Ic1ccc2ncnc(Nc3nc4cccnc4s3)c2c1, Nc1cnccn1. Product: COc1ccc2ncnc(Nc3cnccn3)c2c1. Reaction SMILES: [Cl:1][c:2]1[n:3][cH:4][n:5][c:6]2[cH:7][cH:8][c:9]([O:12][CH3:13])[cH:10][c:11]12.[I:21][c:22]1[cH:23][c:24]2[c:25]([cH:26][cH:27]1)[n:28][cH:29][n:30][c:31]2[NH:32][c:33]1[s:34][c:35]2[c:36]([n:37]1)[cH:38][cH:39][cH:40][n:41]2.[NH2:14][c:15]1[n:16][cH:17][cH:18][n:19][cH:20]1>>[c:2]1([NH:14][c:15]2[n:16][cH:17][cH:18][n:19][cH:20]2)[n:3][cH:4][n:5][c:6]2[cH:7][cH:8][c:9]([O:12][CH3:13])[cH:10][c:11]12.